Task: describe an organic reaction: reactants, conditions, products, and yield. Dataset: the Open Reaction Database (ORD), a public repository of structured organic reaction records The reactants are CC=1C=C(C=CC1[N+](=O)[O-])N=C=S (3-Methyl-4-nitrophenyl isothiocyanate), CC(CN)CC (2-methyl-1-butylamine), ClCC(=O)O (chloroacetic acid). Yields the product CC=1C=C(C=CC1[N+](=O)[O-])N=C1SCC(N1CC(CC)C)=O (2-(3-methyl-4-nitrophenylimino)-3-(2-methylbutyl)-1,3-thiazolidin-4-one). Reaction SMILES: [CH3:1][C:2]1[CH:3]=[C:4]([N:11]=[C:12]=[S:13])[CH:5]=[CH:6][C:7]=1[N+:8]([O-:10])=[O:9].[CH3:14][CH:15]([CH2:18][CH3:19])[CH2:16][NH2:17].Cl[CH2:21][C:22](O)=[O:23]>>[CH3:1][C:2]1[CH:3]=[C:4]([N:11]=[C:12]2[N:17]([CH2:16][CH:15]([CH3:14])[CH2:18][CH3:19])[C:22](=[O:23])[CH2:21][S:13]2)[CH:5]=[CH:6][C:7]=1[N+:8]([O-:10])=[O:9]. Procedure: 3-Methyl-4-nitrophenyl isothiocyanate was reacted with 2-methyl-1-butylamine followed by chloroacetic acid according to Method C8a to afford 2-(3-methyl-4-nitrophenylimino)-3-(2-methylbutyl)-1,3-thiazolidin-4-one. Starting materials: BrC1=C(CO)C=C(C=C1)OC (2-bromo-5-methoxybenzyl alcohol), CCOCC (Ether), crude product, N1C=NC=C1 (imidazole), [Si](C)(C)(C(C)(C)C)Cl (t-butyl dimethylsilylchloride), CCOCC (ether). The solvent is C1CCOC1 (THF), O (water), CCCCCC (hexane). Reaction conditions: time 8 hour. Yields the product BrC1=C(CO[Si](C)(C)C(C)(C)C)C=C(C=C1)OC ((2-bromo-5-methoxy-benzyloxy)-tert-butyl-dimethyl-silane). Isolated yield 92.3%. RXN SMILES: [Br:1][C:2]1[CH:9]=[CH:8][C:7]([O:10][CH3:11])=[CH:6][C:3]=1[CH2:4][OH:5].N1C=CN=C1.[Si:17](Cl)([C:20]([CH3:23])([CH3:22])[CH3:21])([CH3:19])[CH3:18].CCOCC>C1COCC1.O.CCCCCC>[Br:1][C:2]1[CH:9]=[CH:8][C:7]([O:10][CH3:11])=[CH:6][C:3]=1[CH2:4][O:5][Si:17]([C:20]([CH3:23])([CH3:22])[CH3:21])([CH3:19])[CH3:18]. Procedure: Under a nitrogen atmosphere, 23.0 g (0.11 mol) of 2-bromo-5-methoxybenzyl alcohol (13) was dissolved in 100 mL of anhydrous THF. 14.43 g (0.21 mol) of imidazole was added, followed by 17.6 g (0.12 mol) of t-butyl dimethylsilylchloride. The reaction mixture was allowed to stir overnight at ambient temperature. Ether was added and the reaction was diluted with water (200 mL). The aqueous layer was separated and extracted with ether (2×300 mL). The combined organic extracts were dried over sodium s... The reactants are O.NN (hydrazine hydrate), NC(CCOCC1=CC=CC=C1)N1C(C=2C(C1=O)=CC=CC2)=O (1-Amino-2-benzyloxymethyl-1-phthalimido-ethane), Cl (hydrochloric acid). Run in CO (methanol). Reaction conditions: time 24 hour. The product is Cl.Cl.NC(CN)COCC1=CC=CC=C1 (1,2-Diamino-1-benzyloxymethyl-ethane-dihydrochloride). RXN SMILES: [NH2:1][CH:2](N1C(=O)C2=CC=CC=C2C1=O)[CH2:3][CH2:4][O:5][CH2:6][C:7]1[CH:12]=[CH:11][CH:10]=[CH:9][CH:8]=1.O.[NH2:25]N.[ClH:27]>CO>[ClH:27].[ClH:27].[NH2:25][CH:3]([CH2:4][O:5][CH2:6][C:7]1[CH:12]=[CH:11][CH:10]=[CH:9][CH:8]=1)[CH2:2][NH2:1] |f:1.2,5.6.7|. Reported procedure: 1-Amino-2-benzyloxymethyl-1-phthalimido-ethane (3.0 g, 9.7 mmol) is dissolved in 50 ml dry methanol and hydrazine hydrate (968 mg, 19.3 mmol) is added. After being refluxed for 4 hours, the reaction mixture is stirred for 24 hours at ambient temperature and 50 ml 2N hydrochloric acid was added. The phthalhydrazide is removed by filtration and the 1,2-diamino-1-benzyloxymethyl-ethane-dihydrochloride is purified by recrystallisation from dry ethanol. Starting materials: C=O, O=CO, [Na+], [OH-], O, c1cncc(C2NC3CCC2CC3)c1. Yields the product CN1C2CCC(CC2)C1c1cccnc1. RXN SMILES: [CH2:4]=[O:5].[CH:1]([OH:2])=[O:3].[Na+:21].[OH-:20].[OH2:22].[n:6]1[cH:7][c:8]([CH:12]2[NH:13][CH:14]3[CH2:15][CH2:16][CH:17]2[CH2:18][CH2:19]3)[cH:9][cH:10][cH:11]1>>[CH3:4][N:13]1[CH:12]([c:8]2[cH:7][n:6][cH:11][cH:10][cH:9]2)[CH:17]2[CH2:16][CH2:15][CH:14]1[CH2:19][CH2:18]2. Reactants: CC(C)(C)OC(=O)NCCOc1cnsn1, Cl, C1COCCO1. Product: Cl, NCCOc1cnsn1. As a reaction SMILES: [C:2]([O:3][C:4](=[O:5])[NH:9][CH2:10][CH2:11][O:12][c:13]1[n:14][s:15][n:16][cH:17]1)([CH3:6])([CH3:7])[CH3:8].[ClH:1].[O:18]1[CH2:19][CH2:20][O:21][CH2:22][CH2:23]1>>[ClH:1].[NH2:9][CH2:10][CH2:11][O:12][c:13]1[n:14][s:15][n:16][cH:17]1. Starting materials: C(C(=O)Cl)(=O)Cl (oxalyl chloride), [BH4-].[Na+] (sodium tetrahydroborate), Cl (hydrochloric acid), C(C1=CC=CC=C1)OC=1C=C2C(=C(N(C(C2=CC1)=O)CC(C)C)C(=O)O)OCCCC(F)(F)F (6-Benzyloxy-2-isobutyl-1-oxo-4-(4,4,4-trifluorobutoxy)-1,2-dihydro-3-isoquinolinecarboxylic acid). Reagents/catalysts: CN(C=O)C (N,N-dimethylformamide). The solvent is COCCOC (1,2-dimethoxyethane), O1CCCC1 (tetrahydrofuran). Run at time 1 hour. Yields the product C(C1=CC=CC=C1)OC=1C=C2C(=C(N(C(C2=CC1)=O)CC(C)C)CO)OCCCC(F)(F)F (6-benzyloxy-3-hydroxymethyl-2-isobutyl-4-(4,4,4-trifluorobutoxy)-1(2H)-isoquinolinone-). Yield: 86.7%. Reaction SMILES: [CH2:1]([O:8][C:9]1[CH:10]=[C:11]2[C:16](=[CH:17][CH:18]=1)[C:15](=[O:19])[N:14]([CH2:20][CH:21]([CH3:23])[CH3:22])[C:13]([C:24](O)=[O:25])=[C:12]2[O:27][CH2:28][CH2:29][CH2:30][C:31]([F:34])([F:33])[F:32])[C:2]1[CH:7]=[CH:6][CH:5]=[CH:4][CH:3]=1.C(Cl)(=O)C(Cl)=O.[BH4-].[Na+].Cl>O1CCCC1.CN(C)C=O.COCCOC>[CH2:1]([O:8][C:9]1[CH:10]=[C:11]2[C:16](=[CH:17][CH:18]=1)[C:15](=[O:19])[N:14]([CH2:20][CH:21]([CH3:22])[CH3:23])[C:13]([CH2:24][OH:25])=[C:12]2[O:27][CH2:28][CH2:29][CH2:30][C:31]([F:32])([F:33])[F:34])[C:2]1[CH:3]=[CH:4][CH:5]=[CH:6][CH:7]=1 |f:2.3|. Procedure details: 6-Benzyloxy-2-isobutyl-1-oxo-4-(4,4,4-trifluorobutoxy)-1,2-dihydro-3-isoquinolinecarboxylic acid (4.77 g, 10 mmol) was dissolved in tetrahydrofuran (50 mL), and oxalyl chloride (1.1 mL, 12 mmol) and N,N-dimethylformamide (3 drops) were added. The mixture was stirred at room temperature for 1 h. The reaction mixture was concentrated under reduced pressure and the residue was dissolved in tetrahydrofuran (20 mL). The obtained solution was added dropwise to a suspension of sodium tetrahydroborate (... Isolated yield 79.0%. The reactants are Cl.C1=CC=CC=2C3=CC=CC=C3C(C12)COC(=O)N1CCNCC1 (Piperazine-1-carboxylic acid 9H-fluoren-9-ylmethyl ester hydrochloride), C(C)(C)(C)OC(NCCC=O)=O ((3-Oxo-propyl)-carbamic acid tert-butyl ester), C(#N)[BH3-].[Na+] (sodium cyanoborohydride), C(C)(C)NC(C)C (diisopropylamine). Reaction SMILES: Cl.[CH:2]1[C:14]2[CH:13]([CH2:15][O:16][C:17]([N:19]3[CH2:24][CH2:23][NH:22][CH2:21][CH2:20]3)=[O:18])[C:12]3[C:7](=[CH:8][CH:9]=[CH:10][CH:11]=3)[C:6]=2[CH:5]=[CH:4][CH:3]=1.C(NC(C)C)(C)C.[C:32]([O:36][C:37](=[O:43])[NH:38][CH2:39][CH2:40][CH:41]=O)([CH3:35])([CH3:34])[CH3:33].C([BH3-])#N.[Na+]>CO>[CH:2]1[C:14]2[CH:13]([CH2:15][O:16][C:17]([N:19]3[CH2:24][CH2:23][N:22]([CH2:41][CH2:40][CH2:39][NH:38][C:37]([O:36][C:32]([CH3:33])([CH3:35])[CH3:34])=[O:43])[CH2:21][CH2:20]3)=[O:18])[C:12]3[C:7](=[CH:8][CH:9]=[CH:10][CH:11]=3)[C:6]=2[CH:5]=[CH:4][CH:3]=1 |f:0.1,4.5|. Run at time 5 minute. Product: C1=CC=CC=2C3=CC=CC=C3C(C12)COC(=O)N1CCN(CC1)CCCNC(=O)OC(C)(C)C (4-(3-tert-Butoxycarbonylamino-propyl)-piperazine-1-carboxylic Acid 9H-fluoren-9-ylmethyl ester). Run in CO (methanol). Procedure: Piperazine-1-carboxylic acid 9H-fluoren-9-ylmethyl ester hydrochloride (0.67 g, 1.93 mmole) was dissolved in methanol (5 ml), treated with diisopropylamine (0.34 m], 1.93 mmole) and allowed to stir at room temperature for 5 minutes. The product from Step 1 (0.50 g, 2.89 mmole) and sodium cyanoborohydride (133 mg, 2.12 mmole) were added and the mixture stirred under argon for 18 hours. The solvent was removed in vacuo and the residue was dissolved in dichloromethane, washed with saturated sodium ... The reactants are C(#N)P(OCC)(OCC)=O (diethyl cyanophosphonate), TEA, three-necked, NC1=C(C=CC=C1F)SC[C@H](NOC(C(C)(C)C)=O)C(=O)O (S-(2-amino-3-fluorophenyl)-N-[(2,2-dimethylpropanoyl)oxy]-L-cysteine), CN(C)C=O (DMF). The solvent is CCOC(=O)C (EtOAc). Reaction conditions: temperature 0 celsius, time 2 hour. Product: CC(C(=O)ON[C@H]1CSC2=C(NC1=O)C(=CC=C2)F)(C)C ((3R)-3-{[(2,2-dimethylpropanoyl)oxy]amino}-6-fluoro-2,3-dihydro-1,5-benzothiazepin-4(5H)-one). Isolated yield 10.8%. As a reaction SMILES: C(P(=O)(OCC)OCC)#N.[NH2:11][C:12]1[C:17]([F:18])=[CH:16][CH:15]=[CH:14][C:13]=1[S:19][CH2:20][C@@H:21]([C:30]([OH:32])=O)[NH:22][O:23][C:24](=[O:29])[C:25]([CH3:28])([CH3:27])[CH3:26].CN(C=O)C>CCOC(C)=O>[CH3:26][C:25]([CH3:28])([CH3:27])[C:24]([O:23][NH:22][C@@H:21]1[C:30](=[O:32])[NH:11][C:12]2[C:17]([F:18])=[CH:16][CH:15]=[CH:14][C:13]=2[S:19][CH2:20]1)=[O:29]. Procedure: 0.366 mL of diethyl cyanophosphonate (0.393 mg, 2.41 mmol) is placed in a 25 mL three-necked flask containing 670 mg of 49 (2.028 mmol) and 10 mL of DMF, at 0° C., followed by addition, after 10 minutes, of 0.273 mL of TEA (1.943 mmol). The reaction medium is stirred at 0° C. for 2 hours. 30 mL of EtOAc are added and the mixture is then washed with twice 30 mL of distilled water. The organic phase is dried over MgSO4, filtered and then evaporated to dryness. The crude product is chromatographed ...